From a dataset of the Open Reaction Database (ORD), a public repository of structured organic reaction records. describe an organic reaction: reactants, conditions, products, and yield The reactants are Cc1ccccc1, CCOC(=O)c1cn(C)nc1C(F)(F)F, Cl, [Na+], [OH-], O. Product: Cn1cc(C(=O)O)c(C(F)(F)F)n1. Reaction SMILES: [CH3:16][c:17]1[cH:18][cH:19][cH:20][cH:21][cH:22]1.[CH3:1][n:2]1[n:3][c:4]([C:12]([F:13])([F:14])[F:15])[c:5]([C:7](=[O:8])[O:9][CH2:10][CH3:11])[cH:6]1.[ClH:25].[Na+:24].[OH-:23].[OH2:26]>>[CH3:1][n:2]1[n:3][c:4]([C:12]([F:13])([F:14])[F:15])[c:5]([C:7](=[O:8])[OH:9])[cH:6]1. The product is CCOC(=O)C(C)c1ccc(-c2ccc(-c3onc(C)c3NC(=O)OC(C)c3ccccc3F)cc2C)cc1. Reaction SMILES: [CH2:28]([CH3:29])[O:30][C:31]([CH:32]([CH3:33])[c:34]1[cH:35][cH:36][c:37]([B:40]2[O:41][C:42]([CH3:43])([CH3:44])[C:45]([CH3:46])([CH3:47])[O:48]2)[cH:38][cH:39]1)=[O:49].[F:1][c:2]1[c:3]([CH:8]([CH3:9])[O:10][C:11]([NH:12][c:13]2[c:14]([CH3:26])[n:15][o:16][c:17]2-[c:18]2[cH:19][c:20]([CH3:25])[c:21]([Br:24])[cH:22][cH:23]2)=[O:27])[cH:4][cH:5][cH:6][cH:7]1>>[F:1][c:2]1[c:3]([CH:8]([CH3:9])[O:10][C:11]([NH:12][c:13]2[c:14]([CH3:26])[n:15][o:16][c:17]2-[c:18]2[cH:19][c:20]([CH3:25])[c:21](-[c:37]3[cH:36][cH:35][c:34]([CH:32]([C:31]([O:30][CH2:28][CH3:29])=[O:49])[CH3:33])[cH:39][cH:38]3)[cH:22][cH:23]2)=[O:27])[cH:4][cH:5][cH:6][cH:7]1. Reactants: CCOC(=O)C(C)c1ccc(B2OC(C)(C)C(C)(C)O2)cc1, Cc1cc(-c2onc(C)c2NC(=O)OC(C)c2ccccc2F)ccc1Br. Starting materials: C(C)OCC (diethyl ether), C1=C(C=CC2=CC=CC=C12)N1[C@H]2C\C=C/C[C@@H](C1=O)NC2=O (Z-(1S,6S)-7-naphthalen-2-yl-7,9-diaza-bicyclo[4.2.2]dec-3-ene-8,10-dione), C1CCOC1 (THF), salts, C(C)OCC (diethyl ether). Solvent: O (water), O (water). Reaction conditions: temperature 120 celsius. Yields the product C1=C(C=CC2=CC=CC=C12)N1[C@H]2C\C=C/C[C@@H](C1)NC2 (Z-(1S,6S)-7-naphthalen-2-yl-7,9-diaza-bicyclo[4.2.2]dec-3-ene). RXN SMILES: [CH:1]1[C:10]2[C:5](=[CH:6][CH:7]=[CH:8][CH:9]=2)[CH:4]=[CH:3][C:2]=1[N:11]1[C:18](=O)[C@H:17]2[NH:20][C:21](=O)[C@@H:12]1[CH2:13][CH:14]=[CH:15][CH2:16]2.C1COCC1.C(OCC)C>O>[CH:1]1[C:10]2[C:5](=[CH:6][CH:7]=[CH:8][CH:9]=2)[CH:4]=[CH:3][C:2]=1[N:11]1[CH2:18][C@H:17]2[NH:20][CH2:21][C@@H:12]1[CH2:13][CH:14]=[CH:15][CH2:16]2. Procedure: Z-(1S,6S)-7-naphthalen-2-yl-7,9-diaza-bicyclo[4.2.2]dec-3-ene-8,10-dione (0.8 g, 2.74 mmol) was dissolved in a solution of Dibal (THF, 1 M, 28 mL). The reaction was carried out in a large scale CEM microwave reaction vessel. The reaction mixture was heated to 120° C. for 0.5 h and then allowed to cool to room temperature. A one-liter Erlenmeyer flask was charged with diethyl ether (400 mL) and the reaction mixture was poured into the diethyl ether. A water solution of saturated Rochelle salts wa... The reactants are OC(C1=C(C(=C(C=C1C)C)Cl)C)P(C1=CC=CC=C1)(C1=CC=CC=C1)=O (α-hydroxy-(3-chloro-2,4,6-trimethylbenzyl)-diphenyl phosphine oxide), vanadyl(IV), C/C(=C/C(=O)C)/[O-] (acetylacetonate), C(C)(C)(C)OO (tert-butylhydroperoxide). The solvent is ClC1=CC=CC=C1 (chlorobenzene). Run at time 20 hour. Product: ClC=1C(=C(C(=O)P(C2=CC=CC=C2)(C2=CC=CC=C2)=O)C(=CC1C)C)C ((3-chloro-2,4,6-trimethylbenzoyl) diphenylphosphine oxide). The yield is 81.0%. As a reaction SMILES: [OH:1][CH:2]([P:13](=[O:26])([C:20]1[CH:25]=[CH:24][CH:23]=[CH:22][CH:21]=1)[C:14]1[CH:19]=[CH:18][CH:17]=[CH:16][CH:15]=1)[C:3]1[C:8]([CH3:9])=[CH:7][C:6]([CH3:10])=[C:5]([Cl:11])[C:4]=1[CH3:12].C/C(/[O-])=C/C(C)=O.C(OO)(C)(C)C>ClC1C=CC=CC=1>[Cl:11][C:5]1[C:4]([CH3:12])=[C:3]([C:8]([CH3:9])=[CH:7][C:6]=1[CH3:10])[C:2]([P:13](=[O:26])([C:20]1[CH:25]=[CH:24][CH:23]=[CH:22][CH:21]=1)[C:14]1[CH:15]=[CH:16][CH:17]=[CH:18][CH:19]=1)=[O:1]. Reported procedure: To 15.4 g (0.04 mol) of α-hydroxy-(3-chloro-2,4,6-trimethylbenzyl)-diphenyl phosphine oxide and 0.4 g (1.5 mmol) of vanadyl(IV) bis-acetylacetonate in 100 g of chlorobenzene there were added 8.2 g (0.06 mol) of 70 wt % strength aqueous tert-butylhydroperoxide and isolated by crystallization following a period of 20 h. Yield: 81%, mp 125°-126° C. Reactants: C(=O)(N1C=NC=C1)N1C=NC=C1 (1,1′-carbonyldiimidazole), COC1=CC=C(C=C1)[C@H](CN)NCCC1=CC=C(C=C1)OC (1-(R)-(4-methoxyphenyl)-N1-[2-(4-methoxy-phenyl)ethyl]ethane-1,2-diamine), Cl (HCl). The solvent is C(C)(=O)OCC (ethyl acetate), [Cl-].[Na+].O (brine). The product is COC1=CC=C(C=C1)[C@@H]1CNC(N1CCC1=CC=C(C=C1)OC)=O (5-(R)-(4-methoxyphenyl)-1-[2-(4-methoxyphenyl)ethyl]-2-imidazolidinone). Yield: 96.9%. Reaction SMILES: [CH3:1][O:2][C:3]1[CH:8]=[CH:7][C:6]([C@@H:9]([NH:12][CH2:13][CH2:14][C:15]2[CH:20]=[CH:19][C:18]([O:21][CH3:22])=[CH:17][CH:16]=2)[CH2:10][NH2:11])=[CH:5][CH:4]=1.[C:23](N1C=CN=C1)(N1C=CN=C1)=[O:24].Cl>C(OCC)(=O)C.[Cl-].[Na+].O>[CH3:1][O:2][C:3]1[CH:8]=[CH:7][C:6]([C@H:9]2[N:12]([CH2:13][CH2:14][C:15]3[CH:16]=[CH:17][C:18]([O:21][CH3:22])=[CH:19][CH:20]=3)[C:23](=[O:24])[NH:11][CH2:10]2)=[CH:5][CH:4]=1 |f:4.5.6|. Procedure details: A solution of 1-(R)-(4-methoxyphenyl)-N1-[2-(4-methoxy-phenyl)ethyl]ethane-1,2-diamine (446 g, 1.48 mol) in ethyl acetate (2.25 L) is placed in a water bath and 1,1′-carbonyldiimidazole (264 g, 1.62 mol) is added in portions. The reaction is then heated to reflux for 1.5 hours after which the solution is cooled, treated with 1N HCl (2×1.5 L), brine (2×1.5 L), dried over Na2SO4 and set aside in the cold. After standing the precipitate which forms is removed by filtration and the solvent removed u... The reactants are C(C)(C)(C)OC(=O)N1C(C=C(C2=CC(=CC=C12)C1=C(C=CC=C1)OC)C)(C)C (6-(2-methoxyphenyl)-2,2,4-trimethyl-2H-quinoline-1-carboxylic acid tert-butyl ester), [Se](=O)=O (selenium dioxide), [Se](=O)=O (selenium dioxide). Solvent: O1CCOCC1 (1,4-dioxane). The product is C(C)(C)(C)OC(=O)N1C(C=C(C2=CC(=CC=C12)C1=C(C=CC=C1)OC)C=O)(C)C (4-formyl-6-(2-methoxyphenyl)-2,2-dimethyl-2H-quinoline-1-carboxylic acid tert-butyl ester). Isolated yield 60.3%. As a reaction SMILES: [C:1]([O:5][C:6]([N:8]1[C:17]2[C:12](=[CH:13][C:14]([C:18]3[CH:23]=[CH:22][CH:21]=[CH:20][C:19]=3[O:24][CH3:25])=[CH:15][CH:16]=2)[C:11]([CH3:26])=[CH:10][C:9]1([CH3:28])[CH3:27])=[O:7])([CH3:4])([CH3:3])[CH3:2].[Se](=O)=[O:30]>O1CCOCC1>[C:1]([O:5][C:6]([N:8]1[C:17]2[C:12](=[CH:13][C:14]([C:18]3[CH:23]=[CH:22][CH:21]=[CH:20][C:19]=3[O:24][CH3:25])=[CH:15][CH:16]=2)[C:11]([CH:26]=[O:30])=[CH:10][C:9]1([CH3:28])[CH3:27])=[O:7])([CH3:4])([CH3:3])[CH3:2]. Procedure: A mixture of 1.6 g of 6-(2-methoxyphenyl)-2,2,4-trimethyl-2H-quinoline-1-carboxylic acid tert-butyl ester, 20 mL of 1,4-dioxane, and 1.4 g of selenium dioxide was refluxed for half an hour. Another 1.4 g portion of selenium dioxide was added. The reaction was allowed to reflux for 6 hours. The reaction mixture was then filtered through diatomaceous earth and the residue was rinsed with EtOAc. The solvent was evaporated in vacuo and the residue was purified by flash chromatography to yield 1 g of... Reactants: COC1=C(C=O)C=CC=C1OC (2,3-dimethoxybenzaldehyde), NC1=NNC=C1 (3-aminopyrazole), O=C(CC(=O)OCC)CCC (ethyl 3-ketohexanoate). Yields the product COC1=C(C=CC=C1OC)C1C=2C(NC(=C1C(=O)OCC)CCC)=NNC2 (Ethyl 4-(2,3-dimethoxyphenyl)-4,7-dihydro-6-propyl-2H-pyrazolo[3,4-b]pyridine-5-carboxylate). Reaction SMILES: [CH3:1][O:2][C:3]1[C:10]([O:11][CH3:12])=[CH:9][CH:8]=[CH:7][C:4]=1[CH:5]=O.[NH2:13][C:14]1[CH:18]=[CH:17][NH:16][N:15]=1.O=[C:20]([CH2:27][CH2:28][CH3:29])[CH2:21][C:22]([O:24][CH2:25][CH3:26])=[O:23]>>[CH3:1][O:2][C:3]1[C:10]([O:11][CH3:12])=[CH:9][CH:8]=[CH:7][C:4]=1[CH:5]1[C:21]([C:22]([O:24][CH2:25][CH3:26])=[O:23])=[C:20]([CH2:27][CH2:28][CH3:29])[NH:13][C:14]2=[N:15][NH:16][CH:17]=[C:18]12. Reported procedure: The title compound was prepared from 2,3-dimethoxybenzaldehyde, 3-aminopyrazole and ethyl 3-ketohexanoate in the same manner as in Example 25. Starting materials: C1CCOC1, C[P+](c1ccccc1)(c1ccccc1)c1ccccc1, CC(C)(C)[O-], CCOC(C)=O, CC(C)c1cc(C#N)cc2nc(-c3ccc(C(=O)CCC4CCN(c5ccc(C(F)(F)F)cn5)CC4)cc3)oc12, [I-], [K+]. The product is C=C(CCC1CCN(c2ccc(C(F)(F)F)cn2)CC1)c1ccc(-c2nc3cc(C#N)cc(C(C)C)c3o2)cc1. RXN SMILES: [CH2:68]1[O:69][CH2:70][CH2:71][CH2:72]1.[CH3:42][P+:43]([c:44]1[cH:45][cH:46][cH:47][cH:48][cH:49]1)([c:50]1[cH:51][cH:52][cH:53][cH:54][cH:55]1)[c:56]1[cH:57][cH:58][cH:59][cH:60][cH:61]1.[CH3:62][C:63]([CH3:64])([O-:65])[CH3:66].[CH3:73][CH2:74][O:75][C:76]([CH3:77])=[O:78].[CH:1]([CH3:2])([CH3:3])[c:4]1[cH:5][c:6]([C:39]#[N:40])[cH:7][c:8]2[n:9][c:10](-[c:13]3[cH:14][cH:15][c:16]([C:19]([CH2:20][CH2:21][CH:22]4[CH2:23][CH2:24][N:25]([c:28]5[n:29][cH:30][c:31]([C:34]([F:35])([F:36])[F:37])[cH:32][cH:33]5)[CH2:26][CH2:27]4)=[O:38])[cH:17][cH:18]3)[o:11][c:12]12.[I-:41].[K+:67]>>[CH:1]([CH3:2])([CH3:3])[c:4]1[cH:5][c:6]([C:39]#[N:40])[cH:7][c:8]2[n:9][c:10](-[c:13]3[cH:14][cH:15][c:16]([C:19]([CH2:20][CH2:21][CH:22]4[CH2:23][CH2:24][N:25]([c:28]5[n:29][cH:30][c:31]([C:34]([F:35])([F:36])[F:37])[cH:32][cH:33]5)[CH2:26][CH2:27]4)=[CH2:42])[cH:17][cH:18]3)[o:11][c:12]12.